From a dataset of the Open Reaction Database (ORD), a public repository of structured organic reaction records. describe an organic reaction: reactants, conditions, products, and yield Starting materials: Cl.ClC1=CC=C(C(=N)N)C=C1 (p-chlorobenzamidine hydrochloride), [Na] (sodium), C(C)OC=C(C#N)C#N (ethoxymethylenemalononitrile). Run in C(C)O (ethanol), C(C)O (ethanol). Conditions: time 1 hour. The product is ClC1=CC=C(C(=N)N)C=C1 (p-chlorobenzamidine). As a reaction SMILES: Cl.[Cl:2][C:3]1[CH:11]=[CH:10][C:6]([C:7]([NH2:9])=[NH:8])=[CH:5][CH:4]=1.[Na].C(OC=C(C#N)C#N)C>C(O)C>[Cl:2][C:3]1[CH:11]=[CH:10][C:6]([C:7]([NH2:9])=[NH:8])=[CH:5][CH:4]=1 |f:0.1,^1:11|. Procedure: Free p-chlorobenzamidine base is prepared by addition of p-chlorobenzamidine hydrochloride (30.000 g., 0.157 mole) to a solution of sodium (3.795 g., 0.165 mole) in absolute ethanol (400 ml.) in a nitrogen atmosphere. After stirring for one hour, ethoxymethylenemalononitrile (20.151 g., 0.165 mole) is added followed by ethanol (350 ml.) to facilitate stirring. After stirring at ambient temperature for ca. 70 hours, the mixture is refluxed for ten minutes, cooled, filtered and the solid product w... Starting materials: C#CC1COC(C)(C)N1C(=O)OC(C)(C)C, CO, O. Yields the product C#CC(CO)NC(=O)OC(C)(C)C. Reaction SMILES: [C:1](=[O:2])([O:3][C:4]([CH3:5])([CH3:6])[CH3:7])[N:8]1[C:9]([CH3:15])([CH3:16])[O:10][CH2:11][CH:12]1[C:13]#[CH:14].[CH3:17][OH:18].[OH2:19]>>[C:1](=[O:2])([O:3][C:4]([CH3:5])([CH3:6])[CH3:7])[NH:8][CH:12]([CH2:11][OH:10])[C:13]#[CH:14]. The reactants are C(CCCCCCC=CC=CCCCC)O (8,10-Pentadecadienol), C(C)(=O)OC(C)=O (acetic anhydride), C(C=CCCCCCCC)#N (2-decenenitrile), CCCCCC (hexane). Solvent: N1=CC=CC=C1 (pyridine). The product is C(C)(=O)OCCCCCCCC=CC=CCCCC (8,10-Pentadecadien-1-ol acetate). As a reaction SMILES: C(#N)C=CCCCCCCC.[CH2:12]([OH:27])[CH2:13][CH2:14][CH2:15][CH2:16][CH2:17][CH2:18][CH:19]=[CH:20][CH:21]=[CH:22][CH2:23][CH2:24][CH2:25][CH3:26].CCCCCC.[C:34](OC(=O)C)(=[O:36])[CH3:35]>N1C=CC=CC=1>[C:34]([O:27][CH2:12][CH2:13][CH2:14][CH2:15][CH2:16][CH2:17][CH2:18][CH:19]=[CH:20][CH:21]=[CH:22][CH2:23][CH2:24][CH2:25][CH3:26])(=[O:36])[CH3:35]. Procedure: The pentadecadiene (D) (5.9 g) in 200 ml methanol containing eight drops concentrated HCl was refluxed for 15 minutes. After the solution was cooled, 400 ml of water were added, and the mixture was extracted three times with hexane. The hexane extract was dried over sodium sulfate, and the hexane was removed with a rotary evaporator leaving 3.1 g of crude 8,10-pentadecadienol, which was purified by silica gel liquid chromatography. Unwanted side products were eluted with 10% ether/hexane, and th... Reaction SMILES: [Br:1][c:2]1[cH:3][cH:4][c:5]2[c:6]([cH:22]1)[C:7]([c:16]1[n:17][cH:18][cH:19][cH:20][cH:21]1)=[N:8][CH2:9][C:10]([NH:12][CH2:13][N:14]=[O:15])=[N:11]2.[CH3:23][N:24]([CH3:25])[CH:26]=[O:27].[CH3:32][C:33]([CH3:34])([O-:35])[CH3:36].[CH3:38][C:39](=[O:40])[OH:41].[K+:37].[N+:28](=[O:29])([O-:30])[CH3:31]>>[Br:1][c:2]1[cH:3][cH:4][c:5]2[c:6]([cH:22]1)[C:7]([c:16]1[n:17][cH:18][cH:19][cH:20][cH:21]1)=[N:8][CH2:9][C:10](=[CH:31][N+:28](=[O:29])[O-:30])[NH:11]2. The product is O=[N+]([O-])C=C1CN=C(c2ccccn2)c2cc(Br)ccc2N1. Reactants: O=NCNC1=Nc2ccc(Br)cc2C(c2ccccn2)=NC1, CN(C)C=O, CC(C)(C)[O-], CC(=O)O, [K+], C[N+](=O)[O-].